This data is from the Open Reaction Database (ORD), a public repository of structured organic reaction records. The task is: describe an organic reaction: reactants, conditions, products, and yield Reactants: C1COC2(CCC3=CC(=C(C=C23)Br)[N+](=O)[O-])O1 (5-Nitro-6-bromo-1-indanone ethylene acetal), SC=1SC=CN1 (2-mercaptothiazole), [OH-].[K+] (KOH). The solvent is N1=CC=CC=C1 (pyridine). Run at temperature 80 celsius, time 1.5 hour. Product: C1COC2(CCC3=CC(=C(C=C23)SC=2SC=CN2)[N+](=O)[O-])O1 (5-Nitro-6-(2thiazolylthio)-1-indanone ethylene acetal). Yield: 60.8%. Reaction SMILES: [CH2:1]1[O:17][C:4]2([C:12]3[C:7](=[CH:8][C:9]([N+:14]([O-:16])=[O:15])=[C:10](Br)[CH:11]=3)[CH2:6][CH2:5]2)[O:3][CH2:2]1.[SH:18][C:19]1[S:20][CH:21]=[CH:22][N:23]=1.[OH-].[K+]>N1C=CC=CC=1>[CH2:1]1[O:17][C:4]2([C:12]3[C:7](=[CH:8][C:9]([N+:14]([O-:16])=[O:15])=[C:10]([S:18][C:19]4[S:20][CH:21]=[CH:22][N:23]=4)[CH:11]=3)[CH2:6][CH2:5]2)[O:3][CH2:2]1 |f:2.3|. Procedure: The bromide from Step 6 (410 mg, 1.37 mmol) and 2-mercaptothiazole (200 mg, 1.7 mmol) were mixed together in pyridine (3 mL) at room temperature. Aqueous KOH (8M, 213 μL, 1.7 mmol) was added and the resulting mixture was heated with an oil bath at 80° C. for 3 h, then at 100° C. for 1.5 h and finally 75° C. for 16 h. After cooling to room temperature the mixture was diluted and EtOAc and washed with water. The organic layer was dried over MgSO4 and concentrated in vacuo. Purification by flash ch... Reactants: O=C([O-])[O-], C1CCOC1, CC1(C)OB(c2ccc(-c3cn(COCC[Si](C)(C)C)nn3)cc2)OC1(C)C, ClCCl, [Na+], [Na+], O, CC(C)(O)c1ccc(-c2cc(C(N)=O)c([N+](=O)[O-])s2)cn1, c1ccc(P(c2ccccc2)(c2ccccc2)[Pd](P(c2ccccc2)(c2ccccc2)c2ccccc2)(P(c2ccccc2)(c2ccccc2)c2ccccc2)P(c2ccccc2)(c2ccccc2)c2ccccc2)cc1. The product is C[Si](C)(C)CCOCn1cc(-c2ccc(-c3cc(C(N)=O)c([N+](=O)[O-])s3)cc2)nn1. Reaction SMILES: [C:55](=[O:56])([O-:57])[O-:58].[CH2:50]1[O:51][CH2:52][CH2:53][CH2:54]1.[CH3:22][C:23]1([CH3:24])[C:25]([CH3:26])([CH3:27])[O:28][B:29]([c:30]2[cH:31][cH:32][c:33](-[c:36]3[n:37][n:38][n:39]([CH2:41][O:42][CH2:43][CH2:44][Si:45]([CH3:46])([CH3:47])[CH3:48])[cH:40]3)[cH:34][cH:35]2)[O:49]1.[Cl:139][CH2:140][Cl:141].[Na+:59].[Na+:60].[OH2:61].[OH:1][C:2]([c:3]1[n:4][cH:5][c:6](-[c:11]2[cH:12][c:13]([C:19](=[O:20])[NH2:21])[c:14]([N+:16](=[O:17])[O-:18])[s:15]2)[cH:7][cH:8]1)([CH3:9])[CH3:10].[cH:62]1[cH:63][cH:64][c:65]([P:66]([Pd:67]([P:68]([c:69]2[cH:70][cH:71][cH:72][cH:73][cH:74]2)([c:75]2[cH:76][cH:77][cH:78][cH:79][cH:80]2)[c:81]2[cH:82][cH:83][cH:84][cH:85][cH:86]2)([P:87]([c:88]2[cH:89][cH:90][cH:91][cH:92][cH:93]2)([c:94]2[cH:95][cH:96][cH:97][cH:98][cH:99]2)[c:100]2[cH:101][cH:102][cH:103][cH:104][cH:105]2)[P:106]([c:107]2[cH:108][cH:109][cH:110][cH:111][cH:112]2)([c:113]2[cH:114][cH:115][cH:116][cH:117][cH:118]2)[c:119]2[cH:120][cH:121][cH:122][cH:123][cH:124]2)([c:125]2[cH:126][cH:127][cH:128][cH:129][cH:130]2)[c:131]2[cH:132][cH:133][cH:134][cH:135][cH:136]2)[cH:137][cH:138]1>>[c:11]1(-[c:30]2[cH:31][cH:32][c:33](-[c:36]3[n:37][n:38][n:39]([CH2:41][O:42][CH2:43][CH2:44][Si:45]([CH3:46])([CH3:47])[CH3:48])[cH:40]3)[cH:34][cH:35]2)[cH:12][c:13]([C:19](=[O:20])[NH2:21])[c:14]([N+:16](=[O:17])[O-:18])[s:15]1.